From a dataset of the Open Reaction Database (ORD), a public repository of structured organic reaction records. describe an organic reaction: reactants, conditions, products, and yield The reactants are [Al+3], COC(=O)CC(C)=O, CCc1nc(C(F)(F)F)ccc1C(=O)OC, CCc1nc(C(F)(F)F)ccc1CO, Cc1nc(C(F)(F)F)ccc1CCl, [H-], [H-], [H-], [H-], [Li+], NC=CC(=O)C(F)(F)F, CCC(=O)CC(=O)OC, O=S(Cl)Cl. The product is CCc1nc(C(F)(F)F)ccc1CCl. As a reaction SMILES: [Al+3:57].[C:32]([O:33][CH3:34])(=[O:35])[CH2:36][C:37]([CH3:38])=[O:39].[CH2:40]([c:41]1[n:42][c:43]([C:44]([F:45])([F:46])[F:47])[cH:48][cH:49][c:50]1[C:51]([O:52][CH3:53])=[O:54])[CH3:55].[CH2:62]([c:63]1[c:64]([CH2:65][OH:66])[cH:67][cH:68][c:69]([C:70]([F:71])([F:72])[F:73])[n:74]1)[CH3:75].[Cl:19][CH2:20][c:21]1[c:22]([CH3:31])[n:23][c:24]([C:27]([F:28])([F:29])[F:30])[cH:25][cH:26]1.[H-:56].[H-:59].[H-:60].[H-:61].[Li+:58].[NH2:1][CH:2]=[CH:3][C:4](=[O:5])[C:6]([F:7])([F:8])[F:9].[O:10]=[C:11]([CH2:12][CH3:13])[CH2:14][C:15]([O:16][CH3:17])=[O:18].[S:76]([Cl:77])([Cl:78])=[O:79]>>[CH3:2][CH2:31][c:22]1[c:21]([CH2:20][Cl:19])[cH:26][cH:25][c:24]([C:27]([F:28])([F:29])[F:30])[n:23]1. The reactants are ClC=1C(=C(C(=C(C1)C(C)=O)OCC)I)C (1-(5-chloro-2-ethoxy-3-iodo-4-methylphenyl)ethanone), CN(C(=O)C1=NC=C(C=C1)B1OC(C(O1)(C)C)(C)C)C (N,N-dimethyl-5-(4,4,5,5-tetramethyl-1,3,2-dioxaborolan-2-yl)pyridine-2-carboxamide), C([O-])([O-])=O.[K+].[K+] (potassium carbonate). The reagents and catalysts are C=1C=CC(=CC1)[P](C=2C=CC=CC2)(C=3C=CC=CC3)[Pd]([P](C=4C=CC=CC4)(C=5C=CC=CC5)C=6C=CC=CC6)([P](C=7C=CC=CC7)(C=8C=CC=CC8)C=9C=CC=CC9)[P](C=1C=CC=CC1)(C=1C=CC=CC1)C=1C=CC=CC1 (Tetrakis(triphenylphosphine)palladium(0)). Run in O1CCOCC1 (1,4-dioxane), O (water), O (water). Reaction conditions: temperature 95 celsius, time 8 hour. Yields the product C(C)(=O)C=1C(=C(C(=C(C1)Cl)C)C=1C=CC(=NC1)C(=O)N(C)C)OCC (5-(3-Acetyl-5-chloro-2-ethoxy-6-methylphenyl)-N,N-dimethylpyridine-2-carboxamide). Yield: 83.1%. RXN SMILES: [Cl:1][C:2]1[C:3]([CH3:15])=[C:4](I)[C:5]([O:11][CH2:12][CH3:13])=[C:6]([C:8](=[O:10])[CH3:9])[CH:7]=1.[CH3:16][N:17]([CH3:35])[C:18]([C:20]1[CH:25]=[CH:24][C:23](B2OC(C)(C)C(C)(C)O2)=[CH:22][N:21]=1)=[O:19].C(=O)([O-])[O-].[K+].[K+]>O1CCOCC1.O.C1C=CC([P]([Pd]([P](C2C=CC=CC=2)(C2C=CC=CC=2)C2C=CC=CC=2)([P](C2C=CC=CC=2)(C2C=CC=CC=2)C2C=CC=CC=2)[P](C2C=CC=CC=2)(C2C=CC=CC=2)C2C=CC=CC=2)(C2C=CC=CC=2)C2C=CC=CC=2)=CC=1>[C:8]([C:6]1[C:5]([O:11][CH2:12][CH3:13])=[C:4]([C:23]2[CH:24]=[CH:25][C:20]([C:18]([N:17]([CH3:35])[CH3:16])=[O:19])=[N:21][CH:22]=2)[C:3]([CH3:15])=[C:2]([Cl:1])[CH:7]=1)(=[O:10])[CH3:9] |f:2.3.4,^1:52,54,73,92|. Procedure: To a mixture of 1-(5-chloro-2-ethoxy-3-iodo-4-methylphenyl)ethanone (0.69 g, 2.0 mmol) and N,N-dimethyl-5-(4,4,5,5-tetramethyl-1,3,2-dioxaborolan-2-yl)pyridine-2-carboxamide (0.68 g, 2.4 mmol) in 1,4-dioxane (10 mL), potassium carbonate (0.56 g, 4.1 mmol) in water (3 mL, 200 mmol) was added. The reaction was bubbled with N2. Tetrakis(triphenylphosphine)palladium(0) (0.24 g, 0.20 mmol) was added and N2 was bubbled. Reaction was stirred overnight at 95° C. The reaction was diluted with water, extr... Reactants: CCCC[Sn](Cl)(CCCC)CCCC, C1CCOC1, C1CCCCC1, [Li]CCCC, C[Si](C)(C)CCOCn1ccc2cccnc21, [Cl-], [NH4+]. Yields the product CCCC[Sn](CCCC)(CCCC)c1cc2cccnc2n1COCC[Si](C)(C)C. Reaction SMILES: [CH2:23]([CH2:24][CH2:25][CH3:26])[Sn:27]([CH2:28][CH2:29][CH2:30][CH3:31])([CH2:32][CH2:33][CH2:34][CH3:35])[Cl:36].[CH2:39]1[O:40][CH2:41][CH2:42][CH2:43]1.[CH2:44]1[CH2:45][CH2:46][CH2:47][CH2:48][CH2:49]1.[CH3:18][CH2:19][CH2:20][CH2:21][Li:22].[CH3:1][Si:2]([CH2:3][CH2:4][O:5][CH2:6][n:7]1[cH:8][cH:9][c:10]2[c:11]1[n:12][cH:13][cH:14][cH:15]2)([CH3:16])[CH3:17].[Cl-:37].[NH4+:38]>>[CH3:1][Si:2]([CH2:3][CH2:4][O:5][CH2:6][n:7]1[c:8]([Sn:27]([CH2:23][CH2:24][CH2:25][CH3:26])([CH2:28][CH2:29][CH2:30][CH3:31])[CH2:32][CH2:33][CH2:34][CH3:35])[cH:9][c:10]2[c:11]1[n:12][cH:13][cH:14][cH:15]2)([CH3:16])[CH3:17]. Procedure: Using the procedure of Example 2, sodium pellets (6.33 g, 0.275 mol), (E)-4-(4-chlorophenyl)-but-3-en-2-one (45.16 g, 0.25 mol) and diethyl oxalate (43.8 g, 0.30 mol) were reacted to give (E)-6-(4-chlorophenyl-2,4-dioxo-hex-5-enoic acid ethyl ester (4; 61.1 g, 87%) as yellow crystals: mp 117-118° C.; 1H NMR (400 MHz, CDCl3) δ 14.80 (s, 1H), 7.68 (d, J=15.9 Hz, 1H), 7.53-7.35 (m, 4H), 6.62 (d, J=15.9 Hz, 1H), 6.53 (s, 1H), 4.38 (q, J=7.2 Hz, 2H), 1.40 (t, J=7.1 Hz, 3H); HRMS-ESI (m/z): calcd for ... The yield is 87.1%. Yields the product C(C)OC(C(CC(\C=C\C1=CC=C(C=C1)Cl)=O)=O)=O ((E)-6-(4-Chlorophenyl)-2,4-dioxo-hex-5-enoic acid ethyl ester). The reactants are [Na] (sodium), ClC1=CC=C(C=C1)/C=C/C(C)=O ((E)-4-(4-chlorophenyl)-but-3-en-2-one), C(C(=O)OCC)(=O)OCC (diethyl oxalate). As a reaction SMILES: [Na].[Cl:2][C:3]1[CH:8]=[CH:7][C:6](/[CH:9]=[CH:10]/[C:11](=[O:13])[CH3:12])=[CH:5][CH:4]=1.[C:14](OCC)(=[O:20])[C:15]([O:17][CH2:18][CH3:19])=[O:16]>>[CH2:18]([O:17][C:15](=[O:16])[C:14](=[O:20])[CH2:12][C:11](=[O:13])/[CH:10]=[CH:9]/[C:6]1[CH:5]=[CH:4][C:3]([Cl:2])=[CH:8][CH:7]=1)[CH3:19] |^1:0|. Reactants: O1C(=NC2=C1C=CC=C2)C2=CC=C(C=C2)O (4-(2-Benzoxazolyl)-phenol). Reagents/catalysts: dibutyltindilaurate catalyst. Solvent: O1CCCC1 (tetrahydrofurane). Reaction conditions: temperature 30 celsius, time 18 hour. Yields the product O1C=NC2=C1C=CC=C2 (benzoxazole). RXN SMILES: [O:1]1[C:5]2[CH:6]=[CH:7][CH:8]=[CH:9][C:4]=2[N:3]=[C:2]1C1C=CC(O)=CC=1>O1CCCC1>[O:1]1[C:5]2[CH:6]=[CH:7][CH:8]=[CH:9][C:4]=2[N:3]=[CH:2]1. Procedure details: Into a stirred solution of 0.5 g (2.4 mmol) of 4-(2-Benzoxazolyl)-phenol prepared as described in example 1 of in 10 ml of tetrahydrofurane and a few drops of dibutyltindilaurate catalyst, was added 0.6 g (2.52 mmol) of ICTEOS under nitrogen atmosphere. The mixture was stirred for 18 h at 30° C. After removal of the solvent, the product was precipitated with hexane, filtrated and dried to yield 0.99 g (90%) of (4-(3-(triethoxysilyl)propyl]-amino]carbonyl]oxy])phenyl)-benzoxazole. M.p. 141-142° C... The reactants are Cl.CC(CCNC=1C(=C(C2=C(OC3=C(CC2)C=CC=C3)C1)C)C(=O)N)C ((3-Methyl-butylamino)-methyl-10,11-dihydro-dibenzo[b,f]oxepine-2-carboxilic acid amide hydrochloride salt), CS(=O)(=O)O (metanesulfonic acid). Run in C1CCOC1 (THF). Product: CS(=O)(=O)O.CC(CCNCC=1C=CC2=C(CCC3=C(O2)C=CC(=C3)C(=O)N)C1)C (8-[(3-Methyl-butylamino)-methyl]-10,11-dihydro-dibenzo[b,f]oxepine-2-carboxilic acid amide methanesulfonate salt). As a reaction SMILES: Cl.CC(C)CCN[C:7]1[C:8]([C:23]([NH2:25])=[O:24])=[C:9]([CH3:22])[C:10]2[CH2:16][CH2:15][C:14]3[CH:17]=[CH:18][CH:19]=[CH:20][C:13]=3[O:12][C:11]=2[CH:21]=1.[CH3:27][S:28]([OH:31])(=[O:30])=[O:29]>C1COCC1>[CH3:27][S:28]([OH:31])(=[O:30])=[O:29].[CH3:10][CH:9]([CH3:22])[CH2:8][CH2:23][NH:25][CH2:10][C:16]1[CH:19]=[CH:20][C:13]2[O:12][C:11]3[CH:22]=[CH:9][C:8]([C:23]([NH2:25])=[O:24])=[CH:7][C:21]=3[CH2:18][CH2:17][C:14]=2[CH:15]=1 |f:0.1,4.5|. Procedure: Dissolve amine of example 1 in THF (0.1M solution). Add metanesulfonic acid (1 equiv). Isolate the white precipitate by vacuum filtration to obtain the title compound. 1H-NMR (CD3OD, 300 MHz): 7.90-7.87 (m, 2H), 7.51-7.37 (m, 4H), 4.31 (s, 2H), 3.36 (s, 4H), 3.22-3.19 (m, 2H), 2.87 (s, 3H), 1.86-1.73 (m, 3H), 1.14 (d, 6H, J=6.5 Hz). Electrospray MS M+1 ion=339.